This data is from the Open Reaction Database (ORD), a public repository of structured organic reaction records. The task is: describe an organic reaction: reactants, conditions, products, and yield The reactants are Cl.C(C1=CC=CC=C1)OC(=O)C1(CCCC1)NCC1=CC=C(C=C1)C1=C(C=CC=C1)C#N (N-(1-benzyloxycarbonylcyclopentyl)-N-(2'-cyano-biphenyl-4-ylmethyl)-amine hydrochloride), CCN(C(C)C)C(C)C (Hunig base), C(CCCC)(=O)Cl (pentanoyl chloride), C(CCCC)(=O)Cl (pentanoyl chloride), N (ammonia). The solvent is C(C)(=O)OCC (ethyl acetate). Reaction conditions: time 15 hour. Product: C(C1=CC=CC=C1)OC(=O)C1(CCCC1)N(C(CCCC)=O)CC1=CC=C(C=C1)C1=C(C=CC=C1)C#N (N-(1-benzyloxycarbonylcyclopentyl)-N-(2'-cyanobiphenyl-4-ylmethyl)-N-pentanoyl-amine), B7. Reaction SMILES: Cl.[CH2:2]([O:9][C:10]([C:12]1([NH:17][CH2:18][C:19]2[CH:24]=[CH:23][C:22]([C:25]3[CH:30]=[CH:29][CH:28]=[CH:27][C:26]=3[C:31]#[N:32])=[CH:21][CH:20]=2)[CH2:16][CH2:15][CH2:14][CH2:13]1)=[O:11])[C:3]1[CH:8]=[CH:7][CH:6]=[CH:5][CH:4]=1.CCN(C(C)C)C(C)C.[C:42](Cl)(=[O:47])[CH2:43][CH2:44][CH2:45][CH3:46].N>C(OCC)(=O)C>[CH2:2]([O:9][C:10]([C:12]1([N:17]([CH2:18][C:19]2[CH:20]=[CH:21][C:22]([C:25]3[CH:30]=[CH:29][CH:28]=[CH:27][C:26]=3[C:31]#[N:32])=[CH:23][CH:24]=2)[C:42](=[O:47])[CH2:43][CH2:44][CH2:45][CH3:46])[CH2:13][CH2:14][CH2:15][CH2:16]1)=[O:11])[C:3]1[CH:8]=[CH:7][CH:6]=[CH:5][CH:4]=1 |f:0.1|. Procedure: A solution of 2.9 g (6.5 mmol) of N-(1-benzyloxycarbonylcyclopentyl)-N-(2'-cyano-biphenyl-4-ylmethyl)-amine hydrochloride and 4.4 ml (26 mmol) of Hunig base in 50 ml of ethyl acetate is treated with 1.1 g (9 mmol) of pentanoyl chloride, and the mixture is stirred for 15 hours at 25°-30°. After the addition of a further 0.5 g of pentanoyl chloride the mixture is stirred for a further 8 hours. The reaction mixture is then treated with 10 ml of aqueous ammonia solution (5%) and stirred for 0,5 hour... Starting materials: Fc1ccc(Br)c(F)c1F, O=C=O, C1CCOC1, C[Si](C)(C)[N-][Si](C)(C)C, [Li+]. Product: O=C(O)c1cc(Br)c(F)c(F)c1F. Reaction SMILES: [Br:1][c:2]1[c:3]([F:10])[c:4]([F:9])[c:5]([F:8])[cH:6][cH:7]1.[C:21](=[O:22])=[O:23].[CH2:24]1[O:25][CH2:26][CH2:27][CH2:28]1.[CH3:12][Si:13]([N-:14][Si:15]([CH3:16])([CH3:17])[CH3:18])([CH3:19])[CH3:20].[Li+:11]>>[Br:1][c:2]1[c:3]([F:10])[c:4]([F:9])[c:5]([F:8])[c:6]([C:21](=[O:22])[OH:23])[cH:7]1. Starting materials: CCOC(=O)c1nc2c(s1)Nc1ccccc1NC2=S, COCCC1CNCCN1, CCOC(C)=O, Cc1cc2c(s1)Nc1ccc(Cl)cc1N=C2N, Cl, O. Yields the product COCCC1CN(C2=Nc3cc(Cl)ccc3Nc3sc(C)cc32)CCN1. Reaction SMILES: [CH2:29]([O:30][C:31]([c:32]1[s:33][c:34]2[c:45]([n:46]1)[C:43](=[S:44])[NH:42][c:41]1[c:36]([cH:37][cH:38][cH:39][cH:40]1)[NH:35]2)=[O:47])[CH3:48].[CH3:19][O:20][CH2:21][CH2:22][CH:23]1[NH:24][CH2:25][CH2:26][NH:27][CH2:28]1.[CH3:50][CH2:51][O:52][C:53](=[O:54])[CH3:55].[Cl:2][c:3]1[cH:4][c:5]2[c:6]([cH:17][cH:18]1)[NH:7][c:8]1[s:9][c:10]([CH3:16])[cH:11][c:12]1[C:13]([NH2:15])=[N:14]2.[ClH:1].[OH2:49]>>[Cl:2][c:3]1[cH:4][c:5]2[c:6]([cH:17][cH:18]1)[NH:7][c:8]1[s:9][c:10]([CH3:16])[cH:11][c:12]1[C:13]([N:15]1[CH2:26][CH2:25][NH:24][CH:23]([CH2:22][CH2:21][O:20][CH3:19])[CH2:28]1)=[N:14]2. The reactants are C(C)(C)(C)OC(=O)NC1=CC=C(OC=2C=CC(=C(C2)N(C(OC(C)(C)C)=O)C)[N+](=O)[O-])C=C1 (t-butyl N-[5-(4-t-butoxycarbonylaminophenoxy)-2-nitrophenyl]-N-methylcarbamate), 9/8. The reagents and catalysts are [Pd] (palladium on carbon). Run in O1CCCC1.C(C)(=O)OCC (tetrahydrofuran ethyl acetate). Product: NC1=C(C=C(C=C1)OC1=CC=C(C=C1)NC(=O)OC(C)(C)C)N(C(OC(C)(C)C)=O)C (t-Butyl N-[2-amino-5-(4-t-butoxycarbonylaminophenoxy)phenyl]-N-methylcarbamate). Isolated yield 101.2%. Reaction SMILES: [C:1]([O:5][C:6]([NH:8][C:9]1[CH:33]=[CH:32][C:12]([O:13][C:14]2[CH:15]=[CH:16][C:17]([N+:29]([O-])=O)=[C:18]([N:20]([CH3:28])[C:21](=[O:27])[O:22][C:23]([CH3:26])([CH3:25])[CH3:24])[CH:19]=2)=[CH:11][CH:10]=1)=[O:7])([CH3:4])([CH3:3])[CH3:2]>[Pd].O1CCCC1.C(OCC)(=O)C>[NH2:29][C:17]1[CH:16]=[CH:15][C:14]([O:13][C:12]2[CH:11]=[CH:10][C:9]([NH:8][C:6]([O:5][C:1]([CH3:4])([CH3:3])[CH3:2])=[O:7])=[CH:33][CH:32]=2)=[CH:19][C:18]=1[N:20]([CH3:28])[C:21](=[O:27])[O:22][C:23]([CH3:26])([CH3:25])[CH3:24] |f:2.3|. Procedure: In a similar manner to that described in Reference Example 7, a reaction was carried out using t-butyl N-[5-(4-t-butoxycarbonylaminophenoxy)-2-nitrophenyl]-N-methylcarbamate (27.7 g), palladium on carbon (10%, 1.07 g) and tetrahydrofuran/ethyl acetate=9/8 (170 ml) and the reaction mixture was purified to give the title compound (26.2 g). Starting materials: S=C=Nc1ccc(Br)cc1, CC#N, CN(C)CCN1C(=O)c2cccc3cc4cccc(N)c4c(c23)C1=O. The product is CN(C)CCN1C(=O)c2cccc3cc4cccc(NC(=S)Nc5ccc(Br)cc5)c4c(c23)C1=O. As a reaction SMILES: [Br:26][c:27]1[cH:28][cH:29][c:30]([N:33]=[C:34]=[S:35])[cH:31][cH:32]1.[CH3:36][C:37]#[N:38].[NH2:1][c:2]1[cH:3][cH:4][cH:5][c:6]2[cH:7][c:8]3[c:9]4[c:10]([cH:23][cH:24][cH:25]3)[C:11](=[O:22])[N:12]([CH2:17][CH2:18][N:19]([CH3:20])[CH3:21])[C:13](=[O:16])[c:14]4[c:15]12>>[NH:1]([c:2]1[cH:3][cH:4][cH:5][c:6]2[cH:7][c:8]3[c:9]4[c:10]([cH:23][cH:24][cH:25]3)[C:11](=[O:22])[N:12]([CH2:17][CH2:18][N:19]([CH3:20])[CH3:21])[C:13](=[O:16])[c:14]4[c:15]12)[C:34]([NH:33][c:30]1[cH:29][cH:28][c:27]([Br:26])[cH:32][cH:31]1)=[S:35]. The reactants are N(N)C1=NC=CC(=C1)C#N (2-hydrazinylpyridine-4-carbonitrile), COCC(CC(=O)OC)=O (methyl 4-methoxy-3-oxobutanoate). Product: OC1=CC(=NN1C1=NC=CC(=C1)C#N)COC (2-[5-Hydroxy-3-(methoxymethyl)-1H-pyrazol-1-yl]pyridine-4-carbonitrile). Isolated yield 39.0%. As a reaction SMILES: [NH:1]([C:3]1[CH:8]=[C:7]([C:9]#[N:10])[CH:6]=[CH:5][N:4]=1)[NH2:2].C[O:12][CH2:13][C:14](=O)[CH2:15][C:16]([O:18][CH3:19])=O>>[OH:12][C:13]1[N:1]([C:3]2[CH:8]=[C:7]([C:9]#[N:10])[CH:6]=[CH:5][N:4]=2)[N:2]=[C:15]([CH2:16][O:18][CH3:19])[CH:14]=1. Procedure details: The title compound was prepared in 39% yield from 2-hydrazinylpyridine-4-carbonitrile (PREPARATION 2) and methyl 4-methoxy-3-oxobutanoate according to the procedure for the preparation of Example 3, part A. [M+H] Calc'd for C11H10N4O2, 231. Found, 231. Reaction SMILES: [CH3:32][O:33][NH2:34].[CH3:35][CH2:36][OH:37].[ClH:31].[F:1][C:2]([c:3]1[cH:4][cH:5][c:6]([S:9](=[O:10])(=[O:11])[C:12]23[CH:13]([CH2:14][O:15][c:16]4[c:17]([F:23])[cH:18][cH:19][c:20]([F:22])[c:21]42)[CH2:24][C:25](=[O:28])[CH2:26][CH2:27]3)[cH:7][cH:8]1)([F:29])[F:30]>>[F:1][C:2]([c:3]1[cH:4][cH:5][c:6]([S:9](=[O:10])(=[O:11])[C:12]23[CH:13]([CH2:14][O:15][c:16]4[c:17]([F:23])[cH:18][cH:19][c:20]([F:22])[c:21]42)[CH2:24][C:25](=[N:34][O:33][CH3:32])[CH2:26][CH2:27]3)[cH:7][cH:8]1)([F:29])[F:30]. Yields the product CON=C1CCC2(S(=O)(=O)c3ccc(C(F)(F)F)cc3)c3c(F)ccc(F)c3OCC2C1. Starting materials: CON, CCO, Cl, O=C1CCC2(S(=O)(=O)c3ccc(C(F)(F)F)cc3)c3c(F)ccc(F)c3OCC2C1.